From a dataset of the Open Reaction Database (ORD), a public repository of structured organic reaction records. describe an organic reaction: reactants, conditions, products, and yield The reactants are [H-], CCCCI, [Na+], CN(C)C=O, COC(=O)c1ccc2cn[nH]c2c1. Yields the product CCCCn1ncc2ccc(C(=O)OC)cc21. RXN SMILES: [H-:15].[I:16][CH2:17][CH2:18][CH2:19][CH3:20].[Na+:14].[O:21]=[CH:22][N:23]([CH3:24])[CH3:25].[nH:1]1[n:2][cH:3][c:4]2[cH:5][cH:6][c:7]([C:10](=[O:11])[O:12][CH3:13])[cH:8][c:9]12>>[n:1]1([CH2:17][CH2:18][CH2:19][CH3:20])[n:2][cH:3][c:4]2[cH:5][cH:6][c:7]([C:10](=[O:11])[O:12][CH3:13])[cH:8][c:9]12. Starting materials: C(C)OC(C(C(C1=CC=CC=C1)=O)=CC1=CC=CC=C1)=O (benzylidenebenzoylacetic acid ethyl ester), C(C)OC(CC(N)=N)=O (amidinoacetic acid ethyl ester). The solvent is C(C)O (ethanol), C(C)O (ethanol). Product: C(C)OC(=O)C1=C(NC(=C(C1C1=CC=CC=C1)C(=O)O)C1=CC=CC=C1)N (2-amino-4,6-diphenyl-1,4-dihydropyridine-3,5-dicarboxylic acid ethyl ester). Isolated yield 48.0%. RXN SMILES: C([O:3][C:4](=[O:21])[C:5](=[CH:14][C:15]1[CH:20]=[CH:19][CH:18]=[CH:17][CH:16]=1)[C:6](=O)[C:7]1[CH:12]=[CH:11][CH:10]=[CH:9][CH:8]=1)C.[CH2:22]([O:24][C:25](=[O:30])[CH2:26][C:27](=[NH:29])[NH2:28])[CH3:23]>C(O)C>[CH2:22]([O:24][C:25]([C:26]1[CH:6]([C:7]2[CH:8]=[CH:9][CH:10]=[CH:11][CH:12]=2)[C:5]([C:4]([OH:3])=[O:21])=[C:14]([C:15]2[CH:16]=[CH:17][CH:18]=[CH:19][CH:20]=2)[NH:28][C:27]=1[NH2:29])=[O:30])[CH3:23]. Procedure details: Upon boiling a solution of 14.0 g of benzylidenebenzoylacetic acid ethyl ester and 6.5 g of amidinoacetic acid ethyl ester in 150 ml of ethanol for 2 hours, 2-amino-4,6-diphenyl-1,4-dihydropyridine-3,5-dicarboxylic acid ethyl ester of melting point 183°C (ethanol) is obtained. Reactants: CC(=O)OC(C)=O, Nc1ccn(C2OC(CO)C(O)C2O)c(=O)n1. The product is CC(=O)Nc1ccn(C2OC(CO)C(O)C2O)c(=O)n1. Reaction SMILES: [CH3:18][C:19](=[O:20])[O:21][C:22](=[O:23])[CH3:24].[NH2:1][c:2]1[cH:3][cH:4][n:5]([CH:6]2[O:7][CH:8]([CH2:9][OH:10])[CH:11]([OH:12])[CH:13]2[OH:14])[c:15](=[O:16])[n:17]1>>[NH:1]([c:2]1[cH:3][cH:4][n:5]([CH:6]2[O:7][CH:8]([CH2:9][OH:10])[CH:11]([OH:12])[CH:13]2[OH:14])[c:15](=[O:16])[n:17]1)[C:19]([CH3:18])=[O:20]. Reactants: C1=CC(=CC=C1[N+](=O)[O-])O[C@H]2[C@@H]([C@H]([C@@H]([C@H](O2)C(=O)O)O)O)O (pNPG), p-nitrophenyl-(β-D-glucopyranoside), C1=CC(=CC=C1[N+](=O)[O-])O[C@H]2[C@@H]([C@H]([C@@H]([C@H](O2)C(=O)O)O)O)O (pNPG). Solvent: P(=O)([O-])([O-])[O-].[Na+].[Na+].[Na+] (sodium phosphate). Run at time 1 hour. Product: O(C1[C@H](O)[C@@H](O)[C@H](O)[C@H](O1)CO)C1=CC=C(C=C1)[N+](=O)[O-] (Para-Nitrophenyl Glucopyranoside). Reaction SMILES: [CH:1]1[C:6]([N+:7]([O-:9])=[O:8])=[CH:5][CH:4]=[C:3]([O:10][C@@H:11]2[O:16][C@H:15]([C:17](O)=[O:18])[C@@H:14]([OH:20])[C@H:13]([OH:21])[C@H:12]2[OH:22])[CH:2]=1>P([O-])([O-])([O-])=O.[Na+].[Na+].[Na+]>[O:10]([C:3]1[CH:2]=[CH:1][C:6]([N+:7]([O-:9])=[O:8])=[CH:5][CH:4]=1)[CH:11]1[O:16][C@H:15]([CH2:17][OH:18])[C@@H:14]([OH:20])[C@H:13]([OH:21])[C@H:12]1[OH:22] |f:1.2.3.4|. Procedure: A colorimetric pNPG (p-nitrophenyl-(β-D-glucopyranoside)-based assay was used for measuring β-glucosidase activity. In a total volume of 100 μL, 20 μL clear media supernatant containing β-glucosidase enzyme was added to 4 mM pNPG (Sigma-Aldrich, Inc. St. Louis, Mo.) solution in 50 mM sodium phosphate buffer at pH6.5. The reactions were incubated at pH 6.5, 45° C. for 1 hour. The reaction mixture was quenched with 100 μL of 1M sodium carbonate pH 11 solution. The absorbance of the solution was me... Reactants: C1CCOC1, CC(O)(CN1CCN(c2ccc(OC(F)(F)F)cc2)CC1)Cn1cc([N+](=O)[O-])nc1Cl, [H-], [Na+]. Product: CC1(CN2CCN(c3ccc(OC(F)(F)F)cc3)CC2)Cn2cc([N+](=O)[O-])nc2O1. Reaction SMILES: [CH2:34]1[O:35][CH2:36][CH2:37][CH2:38]1.[Cl:1][c:2]1[n:3]([CH2:10][C:11]([CH2:12][N:13]2[CH2:14][CH2:15][N:16]([c:19]3[cH:20][cH:21][c:22]([O:25][C:26]([F:27])([F:28])[F:29])[cH:23][cH:24]3)[CH2:17][CH2:18]2)([OH:30])[CH3:31])[cH:4][c:5]([N+:7](=[O:8])[O-:9])[n:6]1.[H-:32].[Na+:33]>>[c:2]12[n:3]([cH:4][c:5]([N+:7](=[O:8])[O-:9])[n:6]1)[CH2:10][C:11]([CH2:12][N:13]1[CH2:14][CH2:15][N:16]([c:19]3[cH:20][cH:21][c:22]([O:25][C:26]([F:27])([F:28])[F:29])[cH:23][cH:24]3)[CH2:17][CH2:18]1)([CH3:31])[O:30]2.